The task is: describe an organic reaction: reactants, conditions, products, and yield. This data is from the Open Reaction Database (ORD), a public repository of structured organic reaction records. Starting materials: C#C, Cl[SiH](Cl)C([SiH](Cl)Cl)[Si](Cl)(Cl)Cl, c1ccccc1. Yields the product Cl[Si](Cl)(Cl)C1[Si](Cl)(Cl)C=C[Si]1(Cl)Cl. As a reaction SMILES: [CH:1]#[CH:2].[Cl:3][SiH:4]([Cl:5])[CH:6]([Si:7]([Cl:8])([Cl:9])[Cl:10])[SiH:11]([Cl:12])[Cl:13].[cH:14]1[cH:15][cH:16][cH:17][cH:18][cH:19]1>>[CH:1]1=[CH:2][Si:4]([Cl:3])([Cl:5])[CH:6]([Si:7]([Cl:8])([Cl:9])[Cl:10])[Si:11]1([Cl:12])[Cl:13]. Starting materials: CS(=O)(=O)c1ccc(F)c(Cl)c1, O=C(O)COc1cc(F)c(F)cc1O, [H-], [Na+], CN(C)C=O. The product is CS(=O)(=O)c1ccc(Oc2cc(F)c(F)cc2OCC(=O)O)c(Cl)c1. Reaction SMILES: [CH3:17][S:18](=[O:19])(=[O:20])[c:21]1[cH:22][c:23]([Cl:28])[c:24]([F:27])[cH:25][cH:26]1.[F:3][c:4]1[cH:5][c:6]([OH:16])[c:7]([O:8][CH2:9][C:10](=[O:11])[OH:12])[cH:13][c:14]1[F:15].[H-:1].[Na+:2].[O:29]=[CH:30][N:31]([CH3:32])[CH3:33]>>[F:3][c:4]1[cH:5][c:6]([O:16][c:24]2[c:23]([Cl:28])[cH:22][c:21]([S:18]([CH3:17])(=[O:19])=[O:20])[cH:26][cH:25]2)[c:7]([O:8][CH2:9][C:10](=[O:11])[OH:12])[cH:13][c:14]1[F:15]. The reactants are CCN=C=NCCCN(C)C, CN1CCOCC1, ClCCl, Cl, CC(C)(C)OC(=O)N1CCNCC1, O=C(O)c1ccc([N+](=O)[O-])cc1. Yields the product CC(C)(C)OC(=O)N1CCN(C(=O)c2ccc([N+](=O)[O-])cc2)CC1. As a reaction SMILES: [CH3:27][N:28]([CH3:29])[CH2:30][CH2:31][CH2:32][N:33]=[C:34]=[N:35][CH2:36][CH3:37].[CH3:38][N:39]1[CH2:40][CH2:41][O:42][CH2:43][CH2:44]1.[Cl:45][CH2:46][Cl:47].[ClH:26].[N:13]1([C:19](=[O:20])[O:21][C:22]([CH3:23])([CH3:24])[CH3:25])[CH2:14][CH2:15][NH:16][CH2:17][CH2:18]1.[OH:1][C:2](=[O:3])[c:4]1[cH:5][cH:6][c:7]([N+:10]([O-:11])=[O:12])[cH:8][cH:9]1>>[C:2](=[O:3])([c:4]1[cH:5][cH:6][c:7]([N+:10]([O-:11])=[O:12])[cH:8][cH:9]1)[N:16]1[CH2:15][CH2:14][N:13]([C:19](=[O:20])[O:21][C:22]([CH3:23])([CH3:24])[CH3:25])[CH2:18][CH2:17]1. The product is C1(CCCCC1)N(C1=CC=C(C=C1)N(C(CCOC)=O)C1CCCCC1)C1CCCCC1 (N,N,N′-tricyclohexyl-N′-methoxypropionyl-para-phenylenediamine). RXN SMILES: [CH:1]1([N:7]([CH:21]2[CH2:26][CH2:25][CH2:24][CH2:23][CH2:22]2)[C:8]2[CH:13]=[CH:12][C:11]([NH:14][CH:15]3[CH2:20][CH2:19][CH2:18][CH2:17][CH2:16]3)=[CH:10][CH:9]=2)[CH2:6][CH2:5][CH2:4][CH2:3][CH2:2]1.[C:27]([O:31][CH3:32])(=O)[CH:28]=[CH2:29].C(O)(=[O:35])C>>[CH:21]1([N:7]([CH:1]2[CH2:6][CH2:5][CH2:4][CH2:3][CH2:2]2)[C:8]2[CH:9]=[CH:10][C:11]([N:14]([CH:15]3[CH2:20][CH2:19][CH2:18][CH2:17][CH2:16]3)[C:29](=[O:35])[CH2:28][CH2:27][O:31][CH3:32])=[CH:12][CH:13]=2)[CH2:26][CH2:25][CH2:24][CH2:23][CH2:22]1. The solvent is xylenes. Run at temperature 82 celsius. Reported procedure: A 100 ml 3-neck flask was fitted with an overhead stirrer, a thermocouple and a nitrogen inlet. The flask was charged with N,N,N′-tricyclohexyl-para-phenylenediamine (27.1 g), methyl acrylate (150 ml) and glacial acetic acid (10 ml). The reaction was stirred at 82° C. until complete. The reaction mass was taken up in xylenes, extracted with aqueous sodium hydroxide and washed three times with water. Solvent was removed by rotary evaporation. The reaction mass was taken up in hexanes. Some polyme... Starting materials: C1(CCCCC1)N(C1=CC=C(C=C1)NC1CCCCC1)C1CCCCC1 (N,N,N′-tricyclohexyl-para-phenylenediamine), C(C=C)(=O)OC (methyl acrylate), C(C)(=O)O (acetic acid). Starting materials: ClC1=CC(=C(C=C1)N=C=O)C (4-Chloro-1-isocyanato-2-methyl-benzene), NC=1C2=C(N=CN1)N(C=C2C(=O)C=2C=NC=C(C2)N)C(C)C ((4-Amino-7-isopropyl-7H-pyrrolo[2,3-d]pyrimidin-5-yl)-(5-amino-pyridin-3-yl)-methanone). Run in N1=CC=CC=C1 (pyridine). Conditions: temperature 45 celsius. Product: NC=1C2=C(N=CN1)N(C=C2C(=O)C=2C=C(C=NC2)NC(=O)NC2=C(C=C(C=C2)Cl)C)C(C)C (1-[5-(4-Amino-7-isopropyl-7H-pyrrolo[2,3-d]pyrimidine-5-carbonyl)-pyridin-3-yl]-3-(4-chloro-2-methyl-phenyl)-urea). Isolated yield 83.3%. Reaction SMILES: [Cl:1][C:2]1[CH:7]=[CH:6][C:5]([N:8]=[C:9]=[O:10])=[C:4]([CH3:11])[CH:3]=1.[NH2:12][C:13]1[C:14]2[C:21]([C:22]([C:24]3[CH:25]=[N:26][CH:27]=[C:28]([NH2:30])[CH:29]=3)=[O:23])=[CH:20][N:19]([CH:31]([CH3:33])[CH3:32])[C:15]=2[N:16]=[CH:17][N:18]=1>N1C=CC=CC=1>[NH2:12][C:13]1[C:14]2[C:21]([C:22]([C:24]3[CH:29]=[C:28]([NH:30][C:9]([NH:8][C:5]4[CH:6]=[CH:7][C:2]([Cl:1])=[CH:3][C:4]=4[CH3:11])=[O:10])[CH:27]=[N:26][CH:25]=3)=[O:23])=[CH:20][N:19]([CH:31]([CH3:33])[CH3:32])[C:15]=2[N:16]=[CH:17][N:18]=1. Procedure details: 4-Chloro-1-isocyanato-2-methyl-benzene (93.3 mg, 0.56 mmol) was added to a solution of (4-Amino-7-isopropyl-7H-pyrrolo[2,3-d]pyrimidin-5-yl)-(5-amino-pyridin-3-yl)-methanone (150 mg, 0.51 mmol) in pyridine (5 mL). The mixture was heated to 45° C. for 12 h. The reaction mixture was concentrated in vacuo and the resulting yellow solid was triturated with CH2Cl2, filtered, and washed with CH2Cl2. Purification by flash column chromatography [(10% NH4OH/MeOH)/ethyl acetate 2:98] afforded the title co... Starting materials: C(C)(C)(C)OC(=O)CC1=C(N=C2N1C=C(C=C2)C)C2=CC=C(C(=O)OC)C=C2 (methyl 4-(3-tert-butoxycarbonylmethyl-6-methylimidazo[1,2-a]pyridin-2-yl)benzoate), FC(C(=O)O)(F)F (trifluoroacetic acid). Run in ClCCl (dichloromethane). Run at time 2 hour. The product is C(=O)(O)CC1=CC=C(C=C1)C=1N=C2N(C=C(C=C2)C)C1CC(=O)O ([2-(4-carboxymethylphenyl)-6-methylimidazo[1,2-a]pyridin-3-yl]acetic acid). The yield is 62.0%. RXN SMILES: C([O:5][C:6]([CH2:8][C:9]1[N:13]2[CH:14]=[C:15]([CH3:18])[CH:16]=[CH:17][C:12]2=[N:11][C:10]=1[C:19]1[CH:28]=[CH:27][C:22](C(OC)=O)=[CH:21][CH:20]=1)=[O:7])(C)(C)C.F[C:30](F)(F)[C:31]([OH:33])=[O:32]>ClCCl>[C:31]([CH2:30][C:22]1[CH:21]=[CH:20][C:19]([C:10]2[N:11]=[C:12]3[CH:17]=[CH:16][C:15]([CH3:18])=[CH:14][N:13]3[C:9]=2[CH2:8][C:6]([OH:5])=[O:7])=[CH:28][CH:27]=1)([OH:33])=[O:32]. Procedure: A solution of 10 (3.1 g, 8.15 mmol) in dichloromethane (50 ml) was added to trifluoroacetic acid (25 ml). Following stirring at room temperature for 2 h the solution was concentrated to dryness. Potassium carbonate (10%) solution (100 ml) was added and the solution washed with diethyl ether (2×50 ml) and acidified to pH 6 with HCl (6M). The precipitate was filtered, washed with diethyl ether and recrystallized to give [2-(4-carboxymethylphenyl)-6-methylimidazo[1,2-a]pyridin-3-yl]acetic acid 11 a... Yields the product COc1cc2c(cc1C)OCCC2(O)c1c[nH]c(S(=O)(=O)N(C)C)n1. Starting materials: [Br-], CC[Mg+], ClCCl, COc1cc2c(cc1C)OCCC2=O, [Cl-], CN(C)S(=O)(=O)c1nc(I)c[nH]1, [NH4+]. Reaction SMILES: [Br-:13].[CH2:14]([Mg+:15])[CH3:16].[CH2:33]([Cl:34])[Cl:35].[CH3:17][O:18][c:19]1[cH:20][c:21]2[c:26]([cH:27][c:28]1[CH3:29])[O:25][CH2:24][CH2:23][C:22]2=[O:30].[Cl-:31].[I:1][c:2]1[n:3][c:4]([S:7](=[O:8])(=[O:9])[N:10]([CH3:11])[CH3:12])[nH:5][cH:6]1.[NH4+:32]>>[c:2]1([C:22]2([OH:30])[c:21]3[cH:20][c:19]([O:18][CH3:17])[c:28]([CH3:29])[cH:27][c:26]3[O:25][CH2:24][CH2:23]2)[n:3][c:4]([S:7](=[O:8])(=[O:9])[N:10]([CH3:11])[CH3:12])[nH:5][cH:6]1. Starting materials: 11.5, BrCC(=O)C1=CC=C(C=C1)Cl (2-bromo-p-chloroacetophenone), ClC1=C(C(CO)O)C=CC=C1 (o-chloro-α-(hydroxymethyl)benzylalcohol), C1(=CC=C(C=C1)S(=O)(=O)O)C (p-toluenesulfonic acid), C1=CC=CC=C1 (benzene). The solvent is C(CCC)O (butanol), O (water). The product is BrCC1(OCC(O1)C1=C(C=CC=C1)Cl)C1=CC=C(C=C1)Cl (2-(bromomethyl)-4-(o-chlorophenyl)-2-(p-chlorophenyl)-1,3-dioxolane). As a reaction SMILES: [Br:1][CH2:2][C:3]([C:5]1[CH:10]=[CH:9][C:8]([Cl:11])=[CH:7][CH:6]=1)=[O:4].[Cl:12][C:13]1[CH:22]=[CH:21][CH:20]=[CH:19][C:14]=1[CH:15]([OH:18])[CH2:16]O.C1(C)C=CC(S(O)(=O)=O)=CC=1.C1C=CC=CC=1>O.C(O)CCC>[Br:1][CH2:2][C:3]1([C:5]2[CH:10]=[CH:9][C:8]([Cl:11])=[CH:7][CH:6]=2)[O:18][CH:15]([C:14]2[CH:19]=[CH:20][CH:21]=[CH:22][C:13]=2[Cl:12])[CH2:16][O:4]1. Procedure details: A mixture of 11.5 parts of 2-bromo-p-chloroacetophenone, 10.4 parts of o-chloro-α-(hydroxymethyl)benzylalcohol, 0.2 parts of p-toluenesulfonic acid, 180 parts of benzene and 80 parts of butanol is stirred and refluxed overnight with water-separator. The solvent is removed in vacuo and the residue is dissolved in chloroform. The chloroform solution is stirred with silica gel for 30 minutes. The silica gel is filtered off and the solvent is removed in vacuo, yielding 2-(bromomethyl)-4-(o-chlorophe... The reactants are [H-].[Na+] (sodium hydride), C(C)S (ethanethiol), C1CCOC1 (THF), ClC=1C(=NC=C(C1)Cl)C(=O)N(C1=CC=C(C=C1)SC(F)(F)F)C (3,5-dichloro-N-methyl-N-(4-trifluoromethylsulfanylphenyl)picolinamide), C1CCOC1 (THF). Solvent: O (Water). Run at time 1 hour. Yields the product ClC=1C=C(C(=NC1)C(=O)N(C1=CC=C(C=C1)SC(F)(F)F)C)SCC (5-chloro-3-ethylsulfanyl-N-methyl-N-(4-trifluoromethylsulfanylphenyl)picolinamide). RXN SMILES: [H-].[Na+].[CH2:3]([SH:5])[CH3:4].C1COCC1.Cl[C:12]1[C:13]([C:19]([N:21]([CH3:33])[C:22]2[CH:27]=[CH:26][C:25]([S:28][C:29]([F:32])([F:31])[F:30])=[CH:24][CH:23]=2)=[O:20])=[N:14][CH:15]=[C:16]([Cl:18])[CH:17]=1>O>[Cl:18][C:16]1[CH:17]=[C:12]([S:5][CH2:3][CH3:4])[C:13]([C:19]([N:21]([CH3:33])[C:22]2[CH:27]=[CH:26][C:25]([S:28][C:29]([F:32])([F:31])[F:30])=[CH:24][CH:23]=2)=[O:20])=[N:14][CH:15]=1 |f:0.1|. Procedure: 1.03 g of 60% sodium hydride (oil-based) was added to a mixture of 1.82 mL of ethanethiol and 59 ml of THF under ice cooling, and the mixture was stirred for 1 hour under ice cooling. A mixture of 8.92 g of 3,5-dichloro-N-methyl-N-(4-trifluoromethylsulfanylphenyl)picolinamide and 59 ml of THF was added to the reaction mixture under ice cooling, and the mixture was stirred at room temperature for 7 hours. Water was poured to the reaction mixture, and the mixture was extracted with ethyl acetate. ...